This data is from the Open Reaction Database (ORD), a public repository of structured organic reaction records. The task is: describe an organic reaction: reactants, conditions, products, and yield Reactants: ClC1=C(C=C(C(=O)O)C=C1S(=O)(=O)Cl)[N+](=O)[O-] (4-chloro-5-chlorosulfonyl-3-nitrobenzoic acid), NCC(=O)NC1=CC=CC=C1 (2-aminoacetanilide), CN(C=O)C (dimethylformamide), 1t, Cl (hydrochloric acid). The solvent is O (water). Conditions: time 0.5 hour. The product is ClC1=C(C=C(C(=O)O)C=C1S(NC1=C(C=CC=C1)NC(C)=O)(=O)=O)[N+](=O)[O-] (4-chloro-5-(2-acetamidophenylsulfamoyl)-3-nitrobenzoic acid). RXN SMILES: [Cl:1][C:2]1[C:10]([S:11](Cl)(=[O:13])=[O:12])=[CH:9][C:5]([C:6]([OH:8])=[O:7])=[CH:4][C:3]=1[N+:15]([O-:17])=[O:16].N[CH2:19][C:20]([NH:22][C:23]1[CH:28]=[CH:27][CH:26]=[CH:25][CH:24]=1)=[O:21].C[N:30](C)C=O.Cl>O>[Cl:1][C:2]1[C:10]([S:11](=[O:13])(=[O:12])[NH:30][C:24]2[CH:25]=[CH:26][CH:27]=[CH:28][C:23]=2[NH:22][C:20](=[O:21])[CH3:19])=[CH:9][C:5]([C:6]([OH:8])=[O:7])=[CH:4][C:3]=1[N+:15]([O-:17])=[O:16]. Reported procedure: The starting material is prepared as follows: The mixture of 38.8 g 4-chloro-5-chlorosulfonyl-3-nitrobenzoic acid, 39.9 g of 2-aminoacetanilide and 150 ml of dimethylformamide is stirred for 2 1/2 hours at room temperature. It is poured into 1.7 1t of water and 20 ml of concentrated hydrochloric acid while stirring, the precipitate formed is filtered off and washed with water. It is dissolved in 600 ml of hot ethanol, 900 ml of hot water are added, the mixture filtered and the filtrate left in t...